This data is from the Open Reaction Database (ORD), a public repository of structured organic reaction records. The task is: describe an organic reaction: reactants, conditions, products, and yield The reactants are C(C1=CC=CC=C1)N1C(C2C(N(C(C2C1=O)CC1=CC=C(C=C1)Br)C)(C)C)=O ((3aRS,4RS,6aSR)-2-benzyl-4-(4-bromobenzyl)-5,6,6-trimethyl-tetrahydro-pyrrolo[3,4-c]pyrrole-1,3-dione), [Cu]C#N (copper(I) cyanide). Yield: 63.0%. Solvent: CN(C)C=O (DMF), CN(C)C=O (DMF). Reaction SMILES: [CH2:1]([N:8]1[C:15](=[O:16])[CH:14]2[CH:10]([C:11]([CH3:27])([CH3:26])[N:12]([CH3:25])[CH:13]2[CH2:17][C:18]2[CH:23]=[CH:22][C:21](Br)=[CH:20][CH:19]=2)[C:9]1=[O:28])[C:2]1[CH:7]=[CH:6][CH:5]=[CH:4][CH:3]=1.[Cu][C:30]#[N:31]>CN(C=O)C>[CH2:1]([N:8]1[C:9](=[O:28])[CH:10]2[C:11]([CH3:27])([CH3:26])[N:12]([CH3:25])[CH:13]([CH2:17][C:18]3[CH:23]=[CH:22][C:21]([C:30]#[N:31])=[CH:20][CH:19]=3)[CH:14]2[C:15]1=[O:16])[C:2]1[CH:7]=[CH:6][CH:5]=[CH:4][CH:3]=1. Reported procedure: 3.45 g (7.82 mmol) of (3aRS,4RS,6aSR)-2-benzyl-4-(4-bromobenzyl)-5,6,6-trimethyl-tetrahydro-pyrrolo[3,4-c]pyrrole-1,3-dione and 3.52 g (39.1 mmol) of copper(I) cyanide were suspended in 150 ml of DMF under argon and heated under reflux for 56 hours. After cooling about 100 ml of DMF were removed, then 150 ml of dichloromethane and 60 ml of concentrated aqueous ammonia solution were added. The mixture was stirred vigorously for a few hours. The blue aqueous phase was separated and the organic pha... Product: C(C1=CC=CC=C1)N1C(C2C(C1=O)C(N(C2CC2=CC=C(C#N)C=C2)C)(C)C)=O ((1RS,3aSR,6aRS)-4-(5-benzyl-2,3,3-trimethyl-4,6-dioxo-octahydro-pyrrolo[3,4-c]pyrrol-1-ylmethyl)-benzonitrile). Starting materials: O=C(n1ccnc1)n1ccnc1, CCCCNCCCC, O=C(O)Cn1c(-c2ccc(Cl)cc2)nc2cccnc21, C1CCOC1. The product is CCCCN(CCCC)C(=O)Cn1c(-c2ccc(Cl)cc2)nc2cccnc21. RXN SMILES: [C:21]([n:22]1[cH:23][cH:24][n:25][cH:26]1)([n:27]1[cH:28][cH:29][n:30][cH:31]1)=[O:32].[CH2:33]([CH2:34][CH2:35][CH3:36])[NH:37][CH2:38][CH2:39][CH2:40][CH3:41].[Cl:1][c:2]1[cH:3][cH:4][c:5](-[c:8]2[n:9][c:10]3[c:11]([n:12][cH:13][cH:14][cH:15]3)[n:16]2[CH2:17][C:18](=[O:19])[OH:20])[cH:6][cH:7]1.[O:42]1[CH2:43][CH2:44][CH2:45][CH2:46]1>>[Cl:1][c:2]1[cH:3][cH:4][c:5](-[c:8]2[n:9][c:10]3[c:11]([n:12][cH:13][cH:14][cH:15]3)[n:16]2[CH2:17][C:18](=[O:20])[N:37]([CH2:33][CH2:34][CH2:35][CH3:36])[CH2:38][CH2:39][CH2:40][CH3:41])[cH:6][cH:7]1. Procedure details: A solution of the compound (373 mg, 0.73 mmol) obtained in Example 32-1) and 4 M hydrochloric acid (1,4-dioxane solution, 1 mL) in methanol (4 mL) was stirred at room temperature for 5 h. The reaction mixture was concentrated under reduced pressure, saturated aqueous sodium hydrogencarbonate was added to the residue, the mixture was extracted with dichloromethane, and the organic layer was washed with saturated sodium chloride solution and dried with anhydrous sodium sulfate. After filtration, t... Reactants: [Si](C)(C)(C(C)(C)C)OCC1(CC=2N(CCS1)C(=NN2)C2(CC2)C2=CC=C(C=C2)C=2C=NN(C2)C)C (8-({[Tert-butyl(dimethyl)silyl]oxy}methyl)-8-methyl-3-{1-[4-(1-methyl-1H-pyrazol-4-yl)phenyl]cyclopropyl}-5,6,8,9-tetrahydro[1,2,4]triazolo[4,3-d][1,4]thiazepine), Cl (hydrochloric acid). Reaction SMILES: [Si]([O:8][CH2:9][C:10]1([CH3:35])[S:16][CH2:15][CH2:14][N:13]2[C:17]([C:20]3([C:23]4[CH:28]=[CH:27][C:26]([C:29]5[CH:30]=[N:31][N:32]([CH3:34])[CH:33]=5)=[CH:25][CH:24]=4)[CH2:22][CH2:21]3)=[N:18][N:19]=[C:12]2[CH2:11]1)(C(C)(C)C)(C)C.Cl>CO>[CH3:35][C:10]1([CH2:9][OH:8])[S:16][CH2:15][CH2:14][N:13]2[C:17]([C:20]3([C:23]4[CH:24]=[CH:25][C:26]([C:29]5[CH:30]=[N:31][N:32]([CH3:34])[CH:33]=5)=[CH:27][CH:28]=4)[CH2:22][CH2:21]3)=[N:18][N:19]=[C:12]2[CH2:11]1. Yield: 102.9%. The product is CC1(CC=2N(CCS1)C(=NN2)C2(CC2)C2=CC=C(C=C2)C=2C=NN(C2)C)CO ((8-Methyl-3-{1-[4-(1-methyl-1H-pyrazol-4-yl)phenyl]cyclopropyl}-5,6,8,9-tetrahydro[1,2,4]triazolo[4,3-d][1,4]thiazepin-8-yl)methanol). Run in CO (methanol).